From a dataset of the Open Reaction Database (ORD), a public repository of structured organic reaction records. describe an organic reaction: reactants, conditions, products, and yield Reactants: S1C2=C(C(=C1)C(C(=O)[O-])(C)C)C=CC=C2 (2-(benzo[b]thiophen-3-yl)-2-methylpropanoate), BrC1=CC=C(C=C1)C(C(=O)OCC)(C)C (Ethyl 2-(4-bromophenyl)-2-methylpropanoate). Yields the product S1C2=C(C(=C1)C(C(=O)O)(C)C)C=CC=C2 (2-(Benzo[b]thiophen-3-yl)-2-methylpropanoic acid). Reaction SMILES: [S:1]1[CH:5]=[C:4]([C:6]([CH3:11])([CH3:10])[C:7]([O-:9])=[O:8])[C:3]2[CH:12]=[CH:13][CH:14]=[CH:15][C:2]1=2.BrC1C=CC(C(C)(C)C(OCC)=O)=CC=1>>[S:1]1[CH:5]=[C:4]([C:6]([CH3:11])([CH3:10])[C:7]([OH:9])=[O:8])[C:3]2[CH:12]=[CH:13][CH:14]=[CH:15][C:2]1=2. Procedure: The title compound was prepared according to the method of Example 22B substituting the product of Example 49B for the product of Example 22A. Reactants: C12(CC3CC(CC(C1)C3)C2)COC2=CC(=C(C(=O)OC(C)(C)C)C=C2C2CC2)F (tert-butyl 4-(adamantan-1-ylmethoxy)-5-cyclopropyl-2-fluorobenzoate), FC(C(=O)O)(F)F (trifluoroacetic acid). Run in ClCCl (dichloromethane). Run at time 2 hour. Product: C12(CC3CC(CC(C1)C3)C2)COC2=CC(=C(C(=O)O)C=C2C2CC2)F (4-(adamantan-1-ylmethoxy)-5-cyclopropyl-2-fluorobenzoic acid). The yield is 85.1%. Reaction SMILES: [C:1]12([CH2:11][O:12][C:13]3[C:25]([CH:26]4[CH2:28][CH2:27]4)=[CH:24][C:16]([C:17]([O:19]C(C)(C)C)=[O:18])=[C:15]([F:29])[CH:14]=3)[CH2:10][CH:5]3[CH2:6][CH:7]([CH2:9][CH:3]([CH2:4]3)[CH2:2]1)[CH2:8]2.FC(F)(F)C(O)=O>ClCCl>[C:1]12([CH2:11][O:12][C:13]3[C:25]([CH:26]4[CH2:27][CH2:28]4)=[CH:24][C:16]([C:17]([OH:19])=[O:18])=[C:15]([F:29])[CH:14]=3)[CH2:2][CH:3]3[CH2:4][CH:5]([CH2:6][CH:7]([CH2:9]3)[CH2:8]1)[CH2:10]2. Procedure details: To a solution of tert-butyl 4-(adamantan-1-ylmethoxy)-5-cyclopropyl-2-fluorobenzoate (13.80 g, 34.45 mmol) in dichloromethane (50 mL), was added trifluoroacetic acid (25 ml). The reaction mixture was stirred at ambient temperature for 2 hours and then concentrated in vacuo. The residue was titrated in methanol (50 mL), the solid was collected by filtration and dried to give the title compound as a colorless solid (10.10 g, 85%): 1H NMR (300 MHz, DMSO-d6) δ 12.77 (br s, 1H), 7.29 (d, J=8.4 Hz, 1H... The reactants are C(C)OC(CC1(CC1)C1=CC=C(C=C1)C1=CC=C(C=C1)C1=C(C(=NO1)C)N)=O ({1-[4′-(4-amino-3-methyl-isoxazol-5-yl)-biphenyl-4-yl]-cyclopropyl}-acetic acid ethyl ester), BrC1=NC(=CC=C1)C1=CC=CC=C1 (2-bromo-6-phenyl-pyridine). The reagents and catalysts are C=1C=CC(=CC1)/C=C/C(=O)/C=C/C2=CC=CC=C2.C=1C=CC(=CC1)/C=C/C(=O)/C=C/C2=CC=CC=C2.C=1C=CC(=CC1)/C=C/C(=O)/C=C/C2=CC=CC=C2.[Pd].[Pd] (tris(dibenzylideneacetone)dipalladium(0)), C(C)(=O)[O-].[Pd+2].C(C)(=O)[O-] (palladium(II) acetate). The product is C(C)OC(CC1(CC1)C1=CC=C(C=C1)C1=CC=C(C=C1)C1=C(C(=NO1)C)NC1=NC(=CC=C1)C1=CC=CC=C1)=O ((1-{4′-[3-Methyl-4-(6-phenyl-pyridin-2-ylamino)-isoxazol-5-yl]-biphenyl-4-yl}-cyclopropyl)-acetic acid ethyl ester). As a reaction SMILES: [CH2:1]([O:3][C:4](=[O:28])[CH2:5][C:6]1([C:9]2[CH:14]=[CH:13][C:12]([C:15]3[CH:20]=[CH:19][C:18]([C:21]4[O:25][N:24]=[C:23]([CH3:26])[C:22]=4[NH2:27])=[CH:17][CH:16]=3)=[CH:11][CH:10]=2)[CH2:8][CH2:7]1)[CH3:2].Br[C:30]1[CH:35]=[CH:34][CH:33]=[C:32]([C:36]2[CH:41]=[CH:40][CH:39]=[CH:38][CH:37]=2)[N:31]=1>C([O-])(=O)C.[Pd+2].C([O-])(=O)C.C1C=CC(/C=C/C(/C=C/C2C=CC=CC=2)=O)=CC=1.C1C=CC(/C=C/C(/C=C/C2C=CC=CC=2)=O)=CC=1.C1C=CC(/C=C/C(/C=C/C2C=CC=CC=2)=O)=CC=1.[Pd].[Pd]>[CH2:1]([O:3][C:4](=[O:28])[CH2:5][C:6]1([C:9]2[CH:10]=[CH:11][C:12]([C:15]3[CH:20]=[CH:19][C:18]([C:21]4[O:25][N:24]=[C:23]([CH3:26])[C:22]=4[NH:27][C:30]4[CH:35]=[CH:34][CH:33]=[C:32]([C:36]5[CH:37]=[CH:38][CH:39]=[CH:40][CH:41]=5)[N:31]=4)=[CH:17][CH:16]=3)=[CH:13][CH:14]=2)[CH2:8][CH2:7]1)[CH3:2] |f:2.3.4,5.6.7.8.9|. Procedure details: Prepared according to the procedure described in Example 68, Step 2, using {1-[4′-(4-amino-3-methyl-isoxazol-5-yl)-biphenyl-4-yl]-cyclopropyl}-acetic acid ethyl ester and 2-bromo-6-phenyl-pyridine. Additionally, palladium(II) acetate was used as the catalyst in place of tris(dibenzylideneacetone)dipalladium(0). The reactants are O (Water), C([O-])([O-])=O.[K+].[K+] (potassium carbonate), BrCCBr (1,2-dibromoethane), OC1=CC=C(C2=C(C=CC=C12)OC)C=O (4-hydroxy-8-methoxynaphthalene-1-carbaldehyde). The solvent is CN(C)C=O (DMF). Reaction conditions: time 16 hour. The product is BrCCOC1=CC=C(C2=C(C=CC=C12)OC)C=O (4-(2-bromoethoxy)-8-methoxynaphthalene-1-carbaldehyde). The yield is 73.1%. Reaction SMILES: [OH:1][C:2]1[C:11]2[C:6](=[C:7]([O:12][CH3:13])[CH:8]=[CH:9][CH:10]=2)[C:5]([CH:14]=[O:15])=[CH:4][CH:3]=1.C(=O)([O-])[O-].[K+].[K+].[Br:22][CH2:23][CH2:24]Br.O>CN(C=O)C>[Br:22][CH2:23][CH2:24][O:1][C:2]1[C:11]2[C:6](=[C:7]([O:12][CH3:13])[CH:8]=[CH:9][CH:10]=2)[C:5]([CH:14]=[O:15])=[CH:4][CH:3]=1 |f:1.2.3|. Procedure: 4-hydroxy-8-methoxynaphthalene-1-carbaldehyde (1 g, 5 mmol) was dissolved in DMF (15 mL). To this mixture potassium carbonate (3.4 g, 25 mmol) and 1,2-dibromoethane (4 mL, 50 mmol) were added and the resulting mixture was stirred at room temperature for 16 hours. Water. (150 mL) was added and the resulting mixture was extracted with ethyl acetate (3×90 mL). The combined organic extracts were washed with saturated sodium chloride (100 mL), dried (MgSO4) and evaporated in vacuo to afford 1.13 g (7... The reactants are CCCCOC(=O)c1nc(C)c2cc(Oc3ccccc3)ccc2c1O, CO, CC(N)C(=O)O. Product: Cc1nc(C(=O)NC(C)C(=O)O)c(O)c2ccc(Oc3ccccc3)cc12. As a reaction SMILES: [CH2:1]([O:2][C:6](=[O:7])[c:8]1[n:9][c:10]([CH3:26])[c:11]2[cH:12][c:13]([O:19][c:20]3[cH:21][cH:22][cH:23][cH:24][cH:25]3)[cH:14][cH:15][c:16]2[c:17]1[OH:18])[CH2:3][CH2:4][CH3:5].[CH3:33][OH:34].[NH2:27][CH:28]([CH3:29])[C:30](=[O:31])[OH:32]>>[C:6](=[O:7])([c:8]1[n:9][c:10]([CH3:26])[c:11]2[cH:12][c:13]([O:19][c:20]3[cH:21][cH:22][cH:23][cH:24][cH:25]3)[cH:14][cH:15][c:16]2[c:17]1[OH:18])[NH:27][CH:28]([CH3:29])[C:30](=[O:31])[OH:32]. Product: Cc1cc(SC#N)c(C(C)(C)C)cc1N. RXN SMILES: [Br-:21].[Br:19].[C:1]([CH3:2])([CH3:3])([CH3:4])[c:5]1[cH:6][cH:7][c:8]([CH3:12])[c:9]([NH2:11])[cH:10]1.[C:22](=[O:23])([OH:24])[O-:25].[CH3:27][OH:28].[Na+:20].[Na+:26].[Na:18].[S:13]([C:14]#[N:15])[C:16]#[N:17]>>[C:1]([CH3:2])([CH3:3])([CH3:4])[c:5]1[c:6]([S:13][C:14]#[N:15])[cH:7][c:8]([CH3:12])[c:9]([NH2:11])[cH:10]1. The reactants are [Br-], Br, Cc1ccc(C(C)(C)C)cc1N, O=C([O-])O, CO, [Na+], [Na+], [Na], N#CSC#N. The reactants are C1CCNC1, O=C1CCc2ccc([N+](=O)[O-])cc2O1, C1CCOC1. As a reaction SMILES: [CH2:15]1[CH2:16][CH2:17][NH:18][CH2:19]1.[N+:1](=[O:2])([O-:3])[c:4]1[cH:5][cH:6][c:7]2[c:12]([cH:13]1)[O:11][C:10](=[O:14])[CH2:9][CH2:8]2.[O:20]1[CH2:21][CH2:22][CH2:23][CH2:24]1>>[N+:1](=[O:2])([O-:3])[c:4]1[cH:5][cH:6][c:7]([CH2:8][CH2:9][C:10](=[O:14])[N:18]2[CH2:17][CH2:16][CH2:15][CH2:19]2)[c:12]([OH:11])[cH:13]1. Yields the product O=C(CCc1ccc([N+](=O)[O-])cc1O)N1CCCC1. Starting materials: CC1=CC2=C(C(=C1)O)OC3=CC=C(C(=C3C(=O)OC2)OC)[C@H](CC(C)C)O (penicillide), C(C)(C)I (isopropyl iodide), C([O-])([O-])=O.[K+].[K+] (potassium carbonate). Run in CN(C=O)C (dimethylformamide). The product is OC(CC(C)C)C1=C(C2=C(OC3=C(COC2=O)C=C(C=C3OC(C)C)C)C=C1)OC (3-(1-Hydroxy-3-methylbutyl)-11-(1-methyl-ethoxy)-4-methoxy-9-methyl-7H-dibenzo[b,g][1,5]dioxocin-5-one). Reaction SMILES: [CH3:1][C:2]1[CH:7]=[C:6]([OH:8])[C:5]2[O:9][C:10]3[C:15]([C:16]([O:18][CH2:19][C:4]=2[CH:3]=1)=[O:17])=[C:14]([O:20][CH3:21])[C:13]([C@@H:22]([OH:27])[CH2:23][CH:24]([CH3:26])[CH3:25])=[CH:12][CH:11]=3.[CH:28](I)([CH3:30])[CH3:29].C(=O)([O-])[O-].[K+].[K+]>CN(C)C=O>[OH:27][CH:22]([C:13]1[CH:12]=[CH:11][C:10]2[O:9][C:5]3[C:6]([O:8][CH:28]([CH3:30])[CH3:29])=[CH:7][C:2]([CH3:1])=[CH:3][C:4]=3[CH2:19][O:18][C:16](=[O:17])[C:15]=2[C:14]=1[O:20][CH3:21])[CH2:23][CH:24]([CH3:25])[CH3:26] |f:2.3.4|. Reported procedure: 200 mg (0.54 mmol) of penicillide (Ib) in 2 ml of dimethylformamide are stirred under argon at 25° C. for 12 h with 0.5 ml (50 mmol) of isopropyl iodide and 160 mg (1.14 mmol) of anhydrous potassium carbonate. After evaporating in vacuo, the residue is taken up with 1 N aqueous hydrochloric acid and the mixture is exhaustively extracted with diethyl ether. After drying the organic phase, the evaporation residue is chromatographed on silica using petroleum ether/ether =1/1. Fractions which are pu...